Dataset: the Open Reaction Database (ORD), a public repository of structured organic reaction records. Task: describe an organic reaction: reactants, conditions, products, and yield Product: C1(=CC=CC=C1)CCCCCCCCC(=O)NO (9-Phenylnonanohydroxamic Acid). Solvent: C(Cl)Cl (methylene chloride), C(Cl)Cl (methylene chloride), O (water), C(Cl)Cl (methylene chloride), O (water). Reactants: C1(=CC=CC=C1)C(C(=O)O)CCCCCCC (phenylnonanoic acid), Cl.NO (hydroxylamine hydrochloride), C([O-])([O-])=O.[Na+].[Na+] (sodium carbonate), S(=O)(Cl)Cl (thionyl chloride). The yield is 63.1%. Reaction SMILES: [C:1]1([CH:7]([CH2:11][CH2:12][CH2:13][CH2:14][CH2:15][CH2:16][CH3:17])C(O)=O)[CH:6]=[CH:5][CH:4]=[CH:3][CH:2]=1.S(Cl)(Cl)=O.Cl.[NH2:23][OH:24].[C:25](=[O:28])([O-])[O-].[Na+].[Na+]>C(Cl)Cl.O>[C:1]1([CH2:7][CH2:11][CH2:12][CH2:13][CH2:14][CH2:15][CH2:16][CH2:17][C:25]([NH:23][OH:24])=[O:28])[CH:2]=[CH:3][CH:4]=[CH:5][CH:6]=1 |f:2.3,4.5.6|. Procedure details: Into a 100 ml, 3 neck flask equipped with thermometer, drying tube, stirrer and dropping funnel is placed phenylnonanoic acid (10 gms, 0.0426 mole) and methylene chloride (20 ml). The resulting stirred mixture is cooled to 5° and thionyl chloride (6.2 gms, 0.052 mole) is added dropwise during 5 minutes, then stirred at room temperature for 18 hours. The methylene chloride and excess thionyl chloride are removed in vacuo to an oil, 10.8 gms (100%). This is diluted with methylene chloride (15 ml) ... The reactants are N1=C(C=CC(=C1)C(=O)OC)C(=O)OC (dimethyl 2,5-pyridinedicarboxylate), [Cl-].[Mg+2].[Cl-] (magnesium chloride), CN(C(=O)C1=CC=C(C=N1)C(=O)O)C (6-[(dimethylamino)carbonyl]-3-pyridine carboxylic acid), CNC (dimethylamine), Cl (HCl). The solvent is C1CCOC1 (THF), O (water). Run at time 15 minute. Product: CN(C(=O)C1=CC=C(C=N1)C(=O)OC)C (methyl 6-[(dimethylamino)carbonyl]-3-pyridine carboxylate). The yield is 100.0%. Reaction SMILES: [CH3:1][N:2]([CH3:14])[C:3]([C:5]1[N:10]=[CH:9][C:8]([C:11]([OH:13])=[O:12])=[CH:7][CH:6]=1)=[O:4].N1C=C(C(OC)=O)C=C[C:16]=1C(OC)=O.[Cl-].[Mg+2].[Cl-].CNC.Cl>C1COCC1.O>[CH3:1][N:2]([CH3:14])[C:3]([C:5]1[N:10]=[CH:9][C:8]([C:11]([O:13][CH3:16])=[O:12])=[CH:7][CH:6]=1)=[O:4] |f:2.3.4|. Reported procedure: Preparation of 6-[(dimethylamino)carbonyl]-3-pyridine carboxylic acid. To a 2° C. slurry of dimethyl 2,5-pyridinedicarboxylate (50 g, 0.256 mol) in THF (700 mL) was added magnesium chloride (26.8 g, 0.282 mol). After stirring for 15 min, dimethylamine (2 M in THF, 256 mL, 0.512 mol) was added dropwise over 40 min. The mixture was stirred for 30 min at 2° C. and then at room temperature for 1 h. To the mixture was added water (100 mL) and 1 N HCl (300 mL). The mixture was extracted with ethyl ace...